Dataset: the Open Reaction Database (ORD), a public repository of structured organic reaction records. Task: describe an organic reaction: reactants, conditions, products, and yield Reactants: CCOC(C)=O, CCOC(=O)C1CCn2c(C(=O)c3ccc4n3CCC4)c(C)c(C(=O)O)c21, CCCCCC, O=C=O. Yields the product CCOC(=O)C1CCn2c1cc(C)c2C(=O)c1ccc2n1CCC2. RXN SMILES: [C:37]([O:38][CH2:39][CH3:40])(=[O:41])[CH3:42].[CH2:1]1[CH2:2][CH2:3][n:4]2[c:5]([C:9](=[O:10])[c:11]3[n:12]4[c:16]([c:17]([C:20]([OH:21])=[O:22])[c:18]3[CH3:19])[CH:15]([C:23](=[O:24])[O:25][CH2:26][CH3:27])[CH2:14][CH2:13]4)[cH:6][cH:7][c:8]21.[CH3:31][CH2:32][CH2:33][CH2:34][CH2:35][CH3:36].[O:28]=[C:29]=[O:30]>>[CH2:1]1[CH2:2][CH2:3][n:4]2[c:5]([C:9](=[O:10])[c:11]3[n:12]4[c:16]([cH:17][c:18]3[CH3:19])[CH:15]([C:23](=[O:24])[O:25][CH2:26][CH3:27])[CH2:14][CH2:13]4)[cH:6][cH:7][c:8]21. The reactants are CC(C)C=1C=CC2=C(N(C(N2)=O)C2CCN(CC2)C(=O)OC(C)(C)C)C1 (1,1-dimethylethyl 4-[6-(1-methylethyl)-2-oxo-2,3-dihydro-1H-benzimidazol-1-yl]-1-piperidinecarboxylate), Cl (hydrogen chloride). Run in CO (methanol), C(C)O (ethanol). Run at time 1 hour. Yields the product Cl.CC(C)C=1C=CC2=C(N(C(N2)=O)C2CCNCC2)C1 (6-(1-Methylethyl)-1-(4-piperidinyl)-1,3-dihydro-2H-benzimidazol-2-one hydrochloride). Reaction SMILES: [CH3:1][CH:2]([C:4]1[CH:5]=[CH:6][C:7]2[NH:11][C:10](=[O:12])[N:9]([CH:13]3[CH2:18][CH2:17][N:16](C(OC(C)(C)C)=O)[CH2:15][CH2:14]3)[C:8]=2[CH:26]=1)[CH3:3].[ClH:27]>CO.C(O)C>[ClH:27].[CH3:3][CH:2]([C:4]1[CH:5]=[CH:6][C:7]2[NH:11][C:10](=[O:12])[N:9]([CH:13]3[CH2:14][CH2:15][NH:16][CH2:17][CH2:18]3)[C:8]=2[CH:26]=1)[CH3:1] |f:4.5|. Reported procedure: A solution of 1,1-dimethylethyl 4-[6-(1-methylethyl)-2-oxo-2,3-dihydro-1H-benzimidazol-1-yl]-1-piperidinecarboxylate D34 (0.71 g) in methanol (30 mL) was treated with a saturated solution of hydrogen chloride in ethanol (10 mL). The mixture was stirred for 1 hour when the solvent was removed to give the title compound as a white solid (0.59 g). Solvent: ClCCl (dichloromethane). The reactants are O (water), C(C)(=O)OC1=C(C(=C(C=C1C(C)(C)C)O)CC=C)C(C)(C)C (4-Acetoxy-3,5-di-tert-butyl-2-(2-propenyl)phenol), B(F)(F)F (BF3), O (water), [OH-].[Na+] (sodium hydroxide). Procedure details: 4-Acetoxy-3,5-di-tert-butyl-2-(2-propenyl)phenol (1.0 g, 3.3 mmol) was dissolved in dichloromethane (10 ml) and BF3 etherate (0.7 ml) was added dropwise to the solution under a nitrogen atmosphere. The mixture was stirred for 24 h at room temperature and, thereafter, water was added and the mixture was extracted with ethyl acetate. The extracted layer was washed with a saturated aqueous solution of sodium hydrogen carbonate, dried over anhydrous magnesium sulfate and concentrated. The concentrat... Reaction SMILES: C([O:4][C:5]1[C:10]([C:11]([CH3:14])([CH3:13])[CH3:12])=[CH:9][C:8]([OH:15])=[C:7]([CH2:16][CH:17]=[CH2:18])[C:6]=1[C:19]([CH3:22])([CH3:21])[CH3:20])(=O)C.B(F)(F)F.O.[OH-].[Na+]>ClCCl>[C:19]([C:6]1[C:7]2[CH2:16][CH:17]([CH3:18])[O:15][C:8]=2[CH:9]=[C:10]([C:11]([CH3:14])([CH3:12])[CH3:13])[C:5]=1[OH:4])([CH3:20])([CH3:21])[CH3:22] |f:3.4|. Yields the product C(C)(C)(C)C1=C(C(=CC2=C1CC(O2)C)C(C)(C)C)O (4,6-di-tert-butyl-5-hydroxy-2-methyl-2,3-dihydrobenzofuran). Yield: 52.0%. Conditions: time 24 hour. Reaction SMILES: [C:1]([CH3:2])(=[O:3])[O:4][CH2:5][CH2:6][CH2:7][S:8](=[O:9])(=[O:10])[Cl:11].[CH3:12][NH2:13].[Cl:14][CH2:15][Cl:16]>>[C:1]([CH3:2])(=[O:3])[O:4][CH2:5][CH2:6][CH2:7][S:8](=[O:9])(=[O:10])[NH:13][CH3:12]. Starting materials: CC(=O)OCCCS(=O)(=O)Cl, CN, ClCCl. Product: CNS(=O)(=O)CCCOC(C)=O. The reactants are C(C)(=O)OCC1=C(N2C([C@H]([C@H]2SC1)NC=1SC=C(N1)C1=CC=CC=C1)=O)C(=O)OC(C1=CC=CC=C1)C1=CC=CC=C1 ((6R-trans)-3-[(acetyloxy)methyl]-8-oxo-7-[(4-phenyl-2-thiazolyl)amino]-5-thia-1-azabicyclo[4.2.0]oct-2-ene-2-carboxylic acid, diphenylmethyl ester), FC(C(=O)O)(F)F (trifluoroacetic acid). Reagents/catalysts: C1(=CC=CC=C1)OC (anisole). Solvent: ClCCl (dichloromethane). Product: C(C)(=O)OCC1=C(N2C([C@H]([C@H]2SC1)NC=1SC=C(N1)C1=CC=CC=C1)=O)C(=O)O ((6R-trans)-3-[(Acetyloxy)methyl]-8-oxo-7-[(4-phenyl-2-thiazolyl)amino]-5-thia-1-azabicyclo[4.2.0]oct-2-ene-2-carboxylic acid). The yield is 70.0%. As a reaction SMILES: [C:1]([O:4][CH2:5][C:6]1[CH2:13][S:12][C@H:11]2[N:8]([C:9](=[O:26])[C@H:10]2[NH:14][C:15]2[S:16][CH:17]=[C:18]([C:20]3[CH:25]=[CH:24][CH:23]=[CH:22][CH:21]=3)[N:19]=2)[C:7]=1[C:27]([O:29]C(C1C=CC=CC=1)C1C=CC=CC=1)=[O:28])(=[O:3])[CH3:2].FC(F)(F)C(O)=O>C1(OC)C=CC=CC=1.ClCCl>[C:1]([O:4][CH2:5][C:6]1[CH2:13][S:12][C@H:11]2[N:8]([C:9](=[O:26])[C@H:10]2[NH:14][C:15]2[S:16][CH:17]=[C:18]([C:20]3[CH:21]=[CH:22][CH:23]=[CH:24][CH:25]=3)[N:19]=2)[C:7]=1[C:27]([OH:29])=[O:28])(=[O:3])[CH3:2]. Reported procedure: A mixture of 182 mg of (6R-trans)-3-[(acetyloxy)methyl]-8-oxo-7-[(4-phenyl-2-thiazolyl)amino]-5-thia-1-azabicyclo[4.2.0]oct-2-ene-2-carboxylic acid, diphenylmethyl ester, 0.5 ml of trifluoroacetic acid, 3 drops of anisole and 3 ml of dichloromethane was reacted as described in Example 2, giving 92 mg of the desired compound. The reactants are Cl.C(C)(=O)NC=1C=C2CCC(CC2=CC1)CN(C)C (6-Acetylamino-2-(N,N-dimethylamino)methyltetralin hydrochloride), Cl (hydrochloric acid), [OH-].[Na+] (sodium hydroxide). The product is NC=1C=C2CCC(CC2=CC1)CN(C)C (6-Amino-2-(N,N-dimethylamino)methyltetralin). Isolated yield 36.4%. Reaction SMILES: Cl.C([NH:5][C:6]1[CH:7]=[C:8]2[C:13](=[CH:14][CH:15]=1)[CH2:12][CH:11]([CH2:16][N:17]([CH3:19])[CH3:18])[CH2:10][CH2:9]2)(=O)C.Cl.[OH-].[Na+]>>[NH2:5][C:6]1[CH:7]=[C:8]2[C:13](=[CH:14][CH:15]=1)[CH2:12][CH:11]([CH2:16][N:17]([CH3:19])[CH3:18])[CH2:10][CH2:9]2 |f:0.1,3.4|. Reported procedure: 6-Acetylamino-2-(N,N-dimethylamino)methyltetralin hydrochloride (0.879 g; obtained in Reference Example 31) was added to 2 N hydrochloric acid. The reaction mixture was heated under reflux for 90 minutes, and then an aqueous solution of 1 N sodium hydroxide was added thereto to thereby make the resulting mixture have pH of 9. Then, this was extracted with ethyl acetate. The organic layer was washed with water and a saturated aqueous sodium chloride solution, then dried, and concentrated. The res... Starting materials: CO, Cl, [Na+], [OH-], CCCCC(C)(C)C(O)C=CC1COC(=O)N1CCSc1nc(C(=O)OCC)cs1. Yields the product CCCCC(C)(C)C(O)C=CC1COC(=O)N1CCSc1nc(C(=O)O)cs1. As a reaction SMILES: [CH3:34][OH:35].[ClH:33].[Na+:32].[OH-:31].[OH:1][CH:2]([CH:3]=[CH:4][CH:5]1[N:6]([CH2:11][CH2:12][S:13][c:14]2[s:15][cH:16][c:17]([C:19](=[O:20])[O:21][CH2:22][CH3:23])[n:18]2)[C:7](=[O:10])[O:8][CH2:9]1)[C:24]([CH2:25][CH2:26][CH2:27][CH3:28])([CH3:29])[CH3:30]>>[OH:1][CH:2]([CH:3]=[CH:4][CH:5]1[N:6]([CH2:11][CH2:12][S:13][c:14]2[s:15][cH:16][c:17]([C:19](=[O:20])[OH:21])[n:18]2)[C:7](=[O:10])[O:8][CH2:9]1)[C:24]([CH2:25][CH2:26][CH2:27][CH3:28])([CH3:29])[CH3:30]. Starting materials: t-butyl ester, C(C)(C)(C)OC(=O)C1=NC=CC=N1 (pyrimidine-carboxylic t-butyl ester). Solvent: C(=O)O (formic acid). Run at temperature 70 celsius. Yields the product N1=C(N=CC=C1)C(=O)O (pyrimidine-carboxylic acid), C(=O)[O-] (formate). Reaction SMILES: C([O:5][C:6]([C:8]1[N:13]=[CH:12][CH:11]=[CH:10][N:9]=1)=[O:7])(C)(C)C>C(O)=O>[N:9]1[CH:10]=[CH:11][CH:12]=[N:13][C:8]=1[C:6]([OH:7])=[O:5].[CH:6]([O-:7])=[O:5]. Reported procedure: The carboxylic t-butyl ester was dissolved in one hundred times an equal volume of 96% formic acid, and the solution was heated to 70° C. for 2 h. At this time, TLC of an evaporated aliquot of the reaction mixture indicated complete conversion of the pyrimidine-carboxylic t-butyl ester. The formic acid was removed by rotary evaporation under high vacuum to afford the pyrimidine-carboxylic acid as a formate salt. Typically, the obtained product was >98% pure, but if necessary, the product was pur... The reactants are Brc1ccc(N(c2ccc(Br)cc2)c2ccc(Br)cc2)cc1, [Li]CCCC, CCCCCC, CN(C)C=O, C1CCOC1, O. Product: O=Cc1ccc(N(c2ccc(Br)cc2)c2ccc(Br)cc2)cc1. RXN SMILES: [Br:1][c:2]1[cH:3][cH:4][c:5]([N:8]([c:9]2[cH:10][cH:11][c:12]([Br:15])[cH:13][cH:14]2)[c:16]2[cH:17][cH:18][c:19]([Br:22])[cH:20][cH:21]2)[cH:6][cH:7]1.[CH2:23]([Li:24])[CH2:25][CH2:26][CH3:27].[CH3:28][CH2:29][CH2:30][CH2:31][CH2:32][CH3:33].[CH3:34][N:35]([CH:36]=[O:37])[CH3:38].[O:39]1[CH2:40][CH2:41][CH2:42][CH2:43]1.[OH2:44]>>[Br:1][c:2]1[cH:3][cH:4][c:5]([N:8]([c:9]2[cH:10][cH:11][c:12]([Br:15])[cH:13][cH:14]2)[c:16]2[cH:17][cH:18][c:19]([CH:36]=[O:37])[cH:20][cH:21]2)[cH:6][cH:7]1.